Dataset: the Open Reaction Database (ORD), a public repository of structured organic reaction records. Task: describe an organic reaction: reactants, conditions, products, and yield The reactants are C(C=C)N1C(SC=C1)=N (3-allyl-2-iminothiazole), C(O)([O-])=O.[Na+] (sodium hydrogencarbonate), O1CCCC1 (tetrahydrofuran), ClC(=O)OC (methyl chloroformate). Run in O (water). Run at time 2 hour. Yields the product C(C=C)N1C(SC2=C1C=CC=C2)=NC(=O)OC (3-allyl-2-methoxycarbonyliminobenzothiazole). Isolated yield 91.0%. Reaction SMILES: [CH2:1]([N:4]1[CH:8]=[CH:7][S:6][C:5]1=[NH:9])[CH:2]=[CH2:3].C(=O)([O-])O.[Na+].O1[CH2:19][CH2:18][CH2:17][CH2:16]1.Cl[C:21]([O:23][CH3:24])=[O:22]>O>[CH2:1]([N:4]1[C:8]2[CH:19]=[CH:18][CH:17]=[CH:16][C:7]=2[S:6][C:5]1=[N:9][C:21]([O:23][CH3:24])=[O:22])[CH:2]=[CH2:3] |f:1.2|. Reported procedure: To a mixture comprising 3.8 g of 3-allyl-2-iminothiazole, 3.4 g of sodium hydrogencarbonate and 50 ml of tetrahydrofuran was added 1.9 g of methyl chloroformate dropwise at room temperature under stirring. After reacting for two hours, the reaction mixture was poured into approximately 200 ml of water. The crystals precipitated were collected by filtering to thereby obtain 4.5 g of the objective compound.